From a dataset of the Open Reaction Database (ORD), a public repository of structured organic reaction records. describe an organic reaction: reactants, conditions, products, and yield Starting materials: C(C)(=O)OC(C)=O (Acetic anhydride), C(=O)O (formic acid), [N+](=O)([O-])C=1C=C(N)C=C(C1)[N+](=O)[O-] (3,5-Dinitroaniline). The solvent is O (Water). Reaction conditions: time 30 minute. Yields the product [N+](=O)([O-])C=1C=C(NC=O)C=C(C1)[N+](=O)[O-] (3',5'-dinitroformanilide). Reaction SMILES: C(O[C:5](=[O:7])C)(=O)C.C(O)=O.[N+:11]([C:14]1[CH:15]=[C:16]([CH:18]=[C:19]([N+:21]([O-:23])=[O:22])[CH:20]=1)[NH2:17])([O-:13])=[O:12]>O>[N+:11]([C:14]1[CH:15]=[C:16]([CH:18]=[C:19]([N+:21]([O-:23])=[O:22])[CH:20]=1)[NH:17][CH:5]=[O:7])([O-:13])=[O:12]. Reported procedure: Acetic anhydride (6.0 ml.) was added to formic acid (98- 100% w/v; 24.0 ml.) with swirling and cooling and the mixture was allowed to stand at room temperature for 30 minutes. 3,5-Dinitroaniline (6.0 g.) was then added. The reaction mixture was warmed for 5 minutes on the steam bath and allowed to stand for 40 minutes, allowing it to cool to room temperature. Water (100 ml.) was added, and the precipitate was filtered off and dried. Crystallisation from a mixture of petroleum ether (b.p. 60°-80°... As a reaction SMILES: [CH2:1]([c:2]1[cH:3][cH:4][cH:5][cH:6][cH:7]1)[NH:8][C:9]1=[CH:10][C:11](=[O:14])[O:12][CH2:13]1.[CH2:25]([CH2:26][O:27][CH3:28])[O:29][CH3:30].[Cl:17][c:18]1[s:19][c:20]([CH2:23][Cl:24])[cH:21][n:22]1.[Na+:16].[OH-:15]>>[CH2:1]([c:2]1[cH:3][cH:4][cH:5][cH:6][cH:7]1)[N:8]([C:9]1=[CH:10][C:11](=[O:14])[O:12][CH2:13]1)[CH2:23][c:20]1[s:19][c:18]([Cl:17])[n:22][cH:21]1. Yields the product O=C1C=C(N(Cc2ccccc2)Cc2cnc(Cl)s2)CO1. Starting materials: O=C1C=C(NCc2ccccc2)CO1, COCCOC, ClCc1cnc(Cl)s1, [Na+], [OH-]. Reactants: FC(C=1C=CC2=C(C(=NCC=3N2C(=NN3)CCl)C3=CC=CC=C3)C1)(F)F (8-(trifluoromethyl)-1-(chloromethyl)-6-phenyl-4H-s-triazolo[4,3-a][1,4]benzodiazepine), [I-].[K+] (potassium iodide), N1CCCC1 (pyrrolidine). The solvent is O1CCCC1 (tetrahydrofuran). Product: FC(C=1C=CC2=C(C(=NCC=3N2C(=NN3)CN3CCCC3)C3=CC=CC=C3)C1)(F)F (8-(trifluoromethyl)-1-(pyrrolidinomethyl)-6-phenyl-4H-s-triazolo[4,3-a][1,4]-benzodiazepine). Reaction SMILES: [F:1][C:2]([F:26])([F:25])[C:3]1[CH:4]=[CH:5][C:6]2[N:12]3[C:13]([CH2:16]Cl)=[N:14][N:15]=[C:11]3[CH2:10][N:9]=[C:8]([C:18]3[CH:23]=[CH:22][CH:21]=[CH:20][CH:19]=3)[C:7]=2[CH:24]=1.[I-].[K+].[NH:29]1[CH2:33][CH2:32][CH2:31][CH2:30]1>O1CCCC1>[F:1][C:2]([F:26])([F:25])[C:3]1[CH:4]=[CH:5][C:6]2[N:12]3[C:13]([CH2:16][N:29]4[CH2:33][CH2:32][CH2:31][CH2:30]4)=[N:14][N:15]=[C:11]3[CH2:10][N:9]=[C:8]([C:18]3[CH:23]=[CH:22][CH:21]=[CH:20][CH:19]=3)[C:7]=2[CH:24]=1 |f:1.2|. Reported procedure: In the manner given in Preparation 48, 8-(trifluoromethyl)-1-(chloromethyl)-6-phenyl-4H-s-triazolo[4,3-a][1,4]benzodiazepine, potassium iodide, and pyrrolidine in tetrahydrofuran are reacted to give 8-(trifluoromethyl)-1-(pyrrolidinomethyl)-6-phenyl-4H-s-triazolo[4,3-a][1,4]-benzodiazepine. The reactants are N(C1=CC=CC=C1)C=1SC=C(N1)/C=C/C=O ((2E)-3-(2-anilinothiazol-4-yl)acrylaldehyde), S1C(=S)N(C(=O)C1)CC(=O)O (rhodanine-3-acetic acid), [Cl-].[NH4+] (ammonium chloride), N (ammonia). Solvent: C(C)O (ethanol). Product: N(C1=CC=CC=C1)C=1SC=C(N1)/C=C/C=C1C(N(C(S1)=S)CC(=O)O)=O (5-[(2E)-3-(2-Anilinothiazol-4-yl)allylidene]-rhodanine-3-acetic acid). As a reaction SMILES: [NH:1]([C:8]1[S:9][CH:10]=[C:11](/[CH:13]=[CH:14]/[CH:15]=O)[N:12]=1)[C:2]1[CH:7]=[CH:6][CH:5]=[CH:4][CH:3]=1.[S:17]1[CH2:23][C:21](=[O:22])[N:20]([CH2:24][C:25]([OH:27])=[O:26])[C:18]1=[S:19].[Cl-].[NH4+].N>C(O)C>[NH:1]([C:8]1[S:9][CH:10]=[C:11](/[CH:13]=[CH:14]/[CH:15]=[C:23]2[S:17][C:18](=[S:19])[N:20]([CH2:24][C:25]([OH:27])=[O:26])[C:21]2=[O:22])[N:12]=1)[C:2]1[CH:3]=[CH:4][CH:5]=[CH:6][CH:7]=1 |f:2.3|. Procedure: Following a procedure similar to that described in Example 1, the desired compound was prepared from 0.4 g of (2E)-3-(2-anilinothiazol-4-yl)acrylaldehyde, 0.29 g of rhodanine-3-acetic acid, 0.22 g of ammonium chloride, 0.2 ml of 28% v/v aqueous ammonia and 10 ml of ethanol. The resulting product was a reddish-brown powder having the following physical properties. Starting materials: C1(=CC=C(C=C1)S(=O)(=O)OC[C@H]1COC=2C(=C3CC(NC3=C(C2)C)=O)O1)C ((R)-2-(Toluene-4-sulfonyloxymethyl)-6-methyl-2,3,8,9-tetrahydro-7H-1,4-dioxino[2,3-e]indol-8-one), S1C(=CC=C1)CN (thiophene-2-methylamine), O (water). Solvent: CS(=O)C (DMSO). Run at temperature 90 celsius. Yields the product S1C(=CC=C1)CNCC1COC=2C(=C3CC(NC3=C(C2)C)=O)O1 (2-{[(Thiophene-2-ylmethyl)-amino]-methyl}-6-methyl-2,3,8,9-tetrahydro-7H-1,4-dioxino[2,3-e]indol-8-one). Yield: 31.8%. As a reaction SMILES: C1(C)C=CC(S(O[CH2:11][C@@H:12]2[O:26][C:16]3=[C:17]4[C:21](=[C:22]([CH3:24])[CH:23]=[C:15]3[O:14][CH2:13]2)[NH:20][C:19](=[O:25])[CH2:18]4)(=O)=O)=CC=1.[S:28]1[CH:32]=[CH:31][CH:30]=[C:29]1[CH2:33][NH2:34].O>CS(C)=O>[S:28]1[CH:32]=[CH:31][CH:30]=[C:29]1[CH2:33][NH:34][CH2:11][CH:12]1[O:26][C:16]2=[C:17]3[C:21](=[C:22]([CH3:24])[CH:23]=[C:15]2[O:14][CH2:13]1)[NH:20][C:19](=[O:25])[CH2:18]3. Procedure details: (R)-2-(Toluene-4-sulfonyloxymethyl)-6-methyl-2,3,8,9-tetrahydro-7H-1,4-dioxino[2,3-e]indol-8-one (1.00 g,2.57 mmole) and thiophene-2-methylamine (1,42 g, 12.6 mmole) were combined in 15 ml of dry DMSO and heated to 90° C. for 6 hours under a nitrogen atmosphere. After cooling to room temperature, 250 ml of water was added and a brown solid precipitated This was dissolved in methylene chloride, dried over MgSO4, filtered and concentrated in vacuum to yield an flaky orange solid, which was column ... Starting materials: O=C([O-])[O-], CCCS(=O)(=O)Cl, CC[N+](CC)(CC)Cc1ccccc1, [Cl-], ClCCl, CCn1ncc(C(=O)c2cc(C)c3c(c2C)C(OCCF)CCS3(=O)=O)c1O, [K+], [K+], O, c1cn[nH]c1. Yields the product CCCS(=O)(=O)Oc1c(C(=O)c2cc(C)c3c(c2C)C(OCCF)CCS3(=O)=O)cnn1CC. Reaction SMILES: [C:34](=[O:35])([O-:36])[O-:37].[CH2:40]([CH2:41][CH3:42])[S:43](=[O:44])(=[O:45])[Cl:46].[CH2:52]([N+:53]([CH2:54][CH3:55])([CH2:56][CH3:57])[CH2:58][CH3:59])[c:60]1[cH:61][cH:62][cH:63][cH:64][cH:65]1.[Cl-:51].[Cl:47][CH2:48][Cl:49].[F:1][CH2:2][CH2:3][O:4][CH:5]1[CH2:6][CH2:7][S:8](=[O:27])(=[O:28])[c:9]2[c:10]([CH3:26])[cH:11][c:12]([C:16](=[O:17])[c:18]3[cH:19][n:20][n:21]([CH2:24][CH3:25])[c:22]3[OH:23])[c:13]([CH3:15])[c:14]21.[K+:38].[K+:39].[OH2:50].[nH:29]1[cH:30][cH:31][cH:32][n:33]1>>[F:1][CH2:2][CH2:3][O:4][CH:5]1[CH2:6][CH2:7][S:8](=[O:27])(=[O:28])[c:9]2[c:10]([CH3:26])[cH:11][c:12]([C:16](=[O:17])[c:18]3[cH:19][n:20][n:21]([CH2:24][CH3:25])[c:22]3[O:23][S:43]([CH2:40][CH2:41][CH3:42])(=[O:44])=[O:45])[c:13]([CH3:15])[c:14]21.